This data is from the Open Reaction Database (ORD), a public repository of structured organic reaction records. The task is: describe an organic reaction: reactants, conditions, products, and yield The reactants are CCCC[N+](CCCC)(CCCC)CCCC, CI, Cc1ccc(-c2c[nH]cc2C#N)cc1, [I-], [Na+], [OH-], c1ccccc1. Yields the product Cc1ccc(-c2cn(C)cc2C#N)cc1. Reaction SMILES: [CH2:26]([N+:27]([CH2:28][CH2:29][CH2:30][CH3:31])([CH2:32][CH2:33][CH2:34][CH3:35])[CH2:36][CH2:37][CH2:38][CH3:39])[CH2:40][CH2:41][CH3:42].[CH3:15][I:16].[CH3:1][c:2]1[cH:3][cH:4][c:5](-[c:8]2[c:9]([C:13]#[N:14])[cH:10][nH:11][cH:12]2)[cH:6][cH:7]1.[I-:25].[Na+:24].[OH-:23].[cH:17]1[cH:18][cH:19][cH:20][cH:21][cH:22]1>>[CH3:1][c:2]1[cH:3][cH:4][c:5](-[c:8]2[c:9]([C:13]#[N:14])[cH:10][n:11]([CH3:15])[cH:12]2)[cH:6][cH:7]1. The reactants are C(C1=CC=CC=C1)N (benzylamine), FC1=CC=C(CN)C=C1 (4-fluorobenzylamine), C1(CC1)CN1C(N(CC1)C=1C=C(C(=O)OC)C=CN1)=O (methyl 2-(3-(cyclopropylmethyl)-2-oxoimidazolidin-1-yl)isonicotinate). Yields the product C1(CC1)CN1C(N(CC1)C=1C=C(C(=O)NCC2=CC=C(C=C2)F)C=CN1)=O (2-(3-(cyclopropylmethyl)-2-oxoimidazolidin-1-yl)-N-(4-fluorobenzyl)isonicotinamide). Yield: 77.0%. RXN SMILES: C(N)C1C=CC=CC=1.[F:9][C:10]1[CH:17]=[CH:16][C:13]([CH2:14][NH2:15])=[CH:12][CH:11]=1.[CH:18]1([CH2:21][N:22]2[CH2:26][CH2:25][N:24]([C:27]3[CH:28]=[C:29]([CH:34]=[CH:35][N:36]=3)[C:30](OC)=[O:31])[C:23]2=[O:37])[CH2:20][CH2:19]1>>[CH:18]1([CH2:21][N:22]2[CH2:26][CH2:25][N:24]([C:27]3[CH:28]=[C:29]([CH:34]=[CH:35][N:36]=3)[C:30]([NH:15][CH2:14][C:13]3[CH:16]=[CH:17][C:10]([F:9])=[CH:11][CH:12]=3)=[O:31])[C:23]2=[O:37])[CH2:20][CH2:19]1. Reported procedure: Following the procedure as described in Example 15, making variations as required to replace benzylamine with 4-fluorobenzylamine to react with methyl 2-(3-(cyclopropylmethyl)-2-oxoimidazolidin-1-yl)isonicotinate, 2-(3-(cyclopropylmethyl)-2-oxoimidazolidin-1-yl)-N-(4-fluorobenzyl)isonicotinamide was obtained as a colorless solid in 77% yield: mp 150-151° C.; 1H NMR (300 MHz, CDCl3) δ 8.53 (s, 1H), 8.34 (d, J=5.4 Hz, 1H), 7.39 (d, J=5.4 Hz, 1H), 7.30-7.24 (m, 2H), 7.01-6.91 (m, 3H), 4.55 (d, J=5.... Starting materials: BrC=1C=CC=2N(C1)C=C(N2)C(=O)C2=CC=CC=C2 ((6-bromoimidazo[1,2-a]pyridin-2-yl)(phenyl)methanone), C1(=CC=CC=C1)B(O)O (phenylboronic acid), C([O-])([O-])=O.[Na+].[Na+] (sodium carbonate), C(C)#N (acetonitrile). The reagents and catalysts are C=1C=CC(=CC1)[P](C=2C=CC=CC2)(C=3C=CC=CC3)[Pd]([P](C=4C=CC=CC4)(C=5C=CC=CC5)C=6C=CC=CC6)([P](C=7C=CC=CC7)(C=8C=CC=CC8)C=9C=CC=CC9)[P](C=1C=CC=CC1)(C=1C=CC=CC1)C=1C=CC=CC1 (tetrakis(triphenylphosphine)palladium). Run in C1(=CC=CC=C1)C (toluene). Run at time 20 minute. Yields the product C1(=CC=CC=C1)C(=O)C=1N=C2N(C=C(C=C2)C2=CC=CC=C2)C1 (phenyl(6-phenylimidazo[1,2-a]pyridin-2-yl)methanone). The yield is 41.3%. RXN SMILES: Br[C:2]1[CH:3]=[CH:4][C:5]2[N:6]([CH:8]=[C:9]([C:11]([C:13]3[CH:18]=[CH:17][CH:16]=[CH:15][CH:14]=3)=[O:12])[N:10]=2)[CH:7]=1.[C:19]1(B(O)O)[CH:24]=[CH:23][CH:22]=[CH:21][CH:20]=1.C(=O)([O-])[O-].[Na+].[Na+].C(#N)C>C1C=CC([P]([Pd]([P](C2C=CC=CC=2)(C2C=CC=CC=2)C2C=CC=CC=2)([P](C2C=CC=CC=2)(C2C=CC=CC=2)C2C=CC=CC=2)[P](C2C=CC=CC=2)(C2C=CC=CC=2)C2C=CC=CC=2)(C2C=CC=CC=2)C2C=CC=CC=2)=CC=1.C1(C)C=CC=CC=1>[C:13]1([C:11]([C:9]2[N:10]=[C:5]3[CH:4]=[CH:3][C:2]([C:19]4[CH:24]=[CH:23][CH:22]=[CH:21][CH:20]=4)=[CH:7][N:6]3[CH:8]=2)=[O:12])[CH:18]=[CH:17][CH:16]=[CH:15][CH:14]=1 |f:2.3.4,^1:40,42,61,80|. Reported procedure: 0.391 g of (6-bromoimidazo[1,2-a]pyridin-2-yl)(phenyl)methanone, 0.237 g of phenylboronic acid, 45 mg of tetrakis(triphenylphosphine)palladium, 4 mL of aqueous 2M sodium carbonate solution, 6 mL of acetonitrile and 6 mL of toluene are introduced into a 20 mL microwave tube. The mixture is stirred for 20 minutes in a microwave machine set at 150° C. After cooling, the organic phase is separated out, dried and evaporated. The residue is taken up in a mixture of dichloromethane and pentane. The sol...